Dataset: the Open Reaction Database (ORD), a public repository of structured organic reaction records. Task: describe an organic reaction: reactants, conditions, products, and yield The reactants are NO.Cl (NH2OH—HCl), C(C1=CC=CC=C1)OC(=O)N[C@@H]1C(N(CC1)[C@@H]1[C@@H](C[C@@H](CC1)NCC#N)NC(OCC[Si](C)(C)C)=O)=O (2-(trimethylsilyl)ethyl(1R,2S,5R)-2-((S)-3-benzyloxycarbonylamino-2-oxopyrrolidin-1-yl)-5-(cyanomethylamino)cyclohexylcarbamate), C1=CC(=CC(=C1)Cl)C(=O)OO (m-CPBA), [O-]S(=O)(=S)[O-].[Na+].[Na+] (Na2S2O3), C(=O)(O)[O-].[Na+] (NaHCO3). The solvent is ClCCl (dichloromethane), CO (methanol), ClCCl (dichloromethane), ClCCl (dichloromethane). Run at time 1.5 hour. Product: C(C1=CC=CC=C1)OC(=O)N[C@@H]1C(N(CC1)[C@@H]1[C@@H](C[C@@H](CC1)NO)NC(OCC[Si](C)(C)C)=O)=O (2-(trimethylsilyl)ethyl (1R,2S,5R)-2-((S)-3-benzyloxycarbonylamino-2-oxopyrrolidin-1-yl)-5-(hydroxyamino)cyclohexylcarbamate). Isolated yield 90.9%. RXN SMILES: [CH2:1]([O:8][C:9]([NH:11][C@H:12]1[CH2:16][CH2:15][N:14]([C@H:17]2[CH2:22][CH2:21][C@@H:20]([NH:23]CC#N)[CH2:19][C@H:18]2[NH:27][C:28](=[O:36])[O:29][CH2:30][CH2:31][Si:32]([CH3:35])([CH3:34])[CH3:33])[C:13]1=[O:37])=[O:10])[C:2]1[CH:7]=[CH:6][CH:5]=[CH:4][CH:3]=1.C1C=C(Cl)C=C(C(OO)=[O:46])C=1.[O-]S([O-])(=S)=O.[Na+].[Na+].C([O-])(O)=O.[Na+].NO.Cl>ClCCl.CO>[CH2:1]([O:8][C:9]([NH:11][C@H:12]1[CH2:16][CH2:15][N:14]([C@H:17]2[CH2:22][CH2:21][C@@H:20]([NH:23][OH:46])[CH2:19][C@H:18]2[NH:27][C:28](=[O:36])[O:29][CH2:30][CH2:31][Si:32]([CH3:35])([CH3:34])[CH3:33])[C:13]1=[O:37])=[O:10])[C:2]1[CH:7]=[CH:6][CH:5]=[CH:4][CH:3]=1 |f:2.3.4,5.6,7.8|. Procedure: A stirring solution of 2-(trimethylsilyl)ethyl(1R,2S,5R)-2-((S)-3-benzyloxycarbonylamino-2-oxopyrrolidin-1-yl)-5-(cyanomethylamino)cyclohexylcarbamate (400 mg, 0.76 mmol) in dichloromethane (5 mL), was cooled to 0° C. and charged with m-CPBA (372.6 mg, 2.2 eq) in portions. The mixture was stirred at room temperature for 1.5 h. Saturated Na2S2O3 solution (3 mL) and saturated NaHCO3 solution (3 mL) were added and the mixture was stirred at room temperature for 0.5 h. The mixture was diluted with d... The reactants are CCOC(=O)c1cc(OCc2ccc(OC)cc2)n(CC(=O)NC2CCCCC2OCc2ccccc2)n1, O, O=C(O)C(F)(F)F. Yields the product CCOC(=O)c1cc(O)n(CC(=O)NC2CCCCC2OCc2ccccc2)n1. RXN SMILES: [CH2:1]([CH3:2])[O:3][C:4](=[O:5])[c:6]1[n:7][n:8]([CH2:21][C:22]([NH:23][CH:24]2[CH:25]([O:30][CH2:31][c:32]3[cH:33][cH:34][cH:35][cH:36][cH:37]3)[CH2:26][CH2:27][CH2:28][CH2:29]2)=[O:38])[c:9]([O:11][CH2:12][c:13]2[cH:14][cH:15][c:16]([O:17][CH3:18])[cH:19][cH:20]2)[cH:10]1.[OH2:46].[OH:39][C:40]([C:41]([F:42])([F:43])[F:44])=[O:45]>>[CH2:1]([CH3:2])[O:3][C:4](=[O:5])[c:6]1[n:7][n:8]([CH2:21][C:22]([NH:23][CH:24]2[CH:25]([O:30][CH2:31][c:32]3[cH:33][cH:34][cH:35][cH:36][cH:37]3)[CH2:26][CH2:27][CH2:28][CH2:29]2)=[O:38])[c:9]([OH:11])[cH:10]1. Reactants: C(C)OC(=O)C1=C(N(C2=CC=C(C=C12)O)C1=CC=C(C=C1)C(C)C)CC(=O)OCC (2-Ethoxycarbonylmethyl-1-(4-isopropylphenyl)-5-hydroxyindole-3-carboxylic acid ethyl ester), ClC=1C=C(C=CC1Cl)B(O)O (3,4-dichlorophenylboronic acid). The product is C(=O)(O)CC=1N(C2=CC=C(C=C2C1C(=O)O)OC1=CC(=C(C=C1)Cl)Cl)C1=CC=C(C=C1)C(C)C (2-Carboxymethyl-5-(3,4-dichlorophenoxy)-1-(4-isopropyl-phenyl)indole-3-carboxylic acid). RXN SMILES: C([O:3][C:4]([C:6]1[C:14]2[C:9](=[CH:10][CH:11]=[C:12]([OH:15])[CH:13]=2)[N:8]([C:16]2[CH:21]=[CH:20][C:19]([CH:22]([CH3:24])[CH3:23])=[CH:18][CH:17]=2)[C:7]=1[CH2:25][C:26]([O:28]CC)=[O:27])=[O:5])C.[Cl:31][C:32]1[CH:33]=[C:34](B(O)O)[CH:35]=[CH:36][C:37]=1[Cl:38]>>[C:4]([CH2:6][C:7]1[N:8]([C:16]2[CH:21]=[CH:20][C:19]([CH:22]([CH3:23])[CH3:24])=[CH:18][CH:17]=2)[C:9]2[C:10]([C:25]=1[C:26]([OH:28])=[O:27])=[CH:11][C:12]([O:15][C:35]1[CH:34]=[CH:33][C:32]([Cl:31])=[C:37]([Cl:38])[CH:36]=1)=[CH:13][CH:14]=2)([OH:3])=[O:5]. Procedure: The sub-title compound was prepared in accordance with step (c) Example 1 from 2-ethoxycarbonylmethyl-5-hydroxy-1-(4-isopropylphenyl)indole-3-carboxylic acid ethyl ester (150 mg, 0.37 mmol, see step (b) Example 10) and 3,4-dichlorophenylboronic acid (140 mg, 0.74 mmol). Yield 110 mg (55%).